From a dataset of the Open Reaction Database (ORD), a public repository of structured organic reaction records. describe an organic reaction: reactants, conditions, products, and yield Reactants: CC(C)(C)OC(=O)NCCc1ccc(C(=O)O)cc1, O=C(c1ncc[nH]1)c1ncc[nH]1, ClCCl, NN, [Na+], [OH-]. Yields the product CC(C)(C)OC(=O)NCCc1ccc(C(=O)NN)cc1. RXN SMILES: [C:1]([CH3:2])([CH3:3])([CH3:4])[O:5][C:6](=[O:7])[NH:8][CH2:9][CH2:10][c:11]1[cH:12][cH:13][c:14]([C:15](=[O:16])[OH:17])[cH:18][cH:19]1.[C:20]([c:21]1[nH:22][cH:23][cH:24][n:25]1)([c:26]1[nH:27][cH:28][cH:29][n:30]1)=[O:31].[Cl:34][CH2:35][Cl:36].[NH2:32][NH2:33].[Na+:38].[OH-:37]>>[C:1]([CH3:2])([CH3:3])([CH3:4])[O:5][C:6](=[O:7])[NH:8][CH2:9][CH2:10][c:11]1[cH:12][cH:13][c:14]([C:15](=[O:16])[NH:32][NH2:33])[cH:18][cH:19]1. Starting materials: CCC(=O)O, CCCCCCCCc1cc(-n2nc3ccc(Cl)cc3n2)c(O)c(C(C)(C)C)c1, CC(C)=O, Cl, [Na+], [OH-]. The product is CCC(=O)O, CC(C)(C)c1cccc(-n2nc3ccc(Cl)cc3n2)c1O. RXN SMILES: [C:1]([CH2:2][CH3:3])(=[O:4])[OH:5].[CH2:6]([CH2:7][CH2:8][CH2:9][CH2:10][CH2:11][CH2:12][CH3:13])[c:14]1[cH:15][c:16](-[n:25]2[n:26][c:27]3[c:28]([n:29]2)[cH:30][cH:31][c:32]([Cl:34])[cH:33]3)[c:17]([OH:24])[c:18]([C:20]([CH3:21])([CH3:22])[CH3:23])[cH:19]1.[CH3:38][C:39](=[O:40])[CH3:41].[ClH:37].[Na+:36].[OH-:35]>>[C:1]([CH2:2][CH3:3])(=[O:4])[OH:5].[cH:14]1[cH:15][c:16](-[n:25]2[n:26][c:27]3[c:28]([n:29]2)[cH:30][cH:31][c:32]([Cl:34])[cH:33]3)[c:17]([OH:24])[c:18]([C:20]([CH3:21])([CH3:22])[CH3:23])[cH:19]1. The reactants are ClC1=C(C=C(C=C1)I)C(=O)C1=CC=C(C=C1)F ((2-chloro-5-iodo-phenyl)-(4-fluoro-phenyl)-methanone), O[C@@H]1COCC1 ((S)-3-hydroxytetrahydrofuran), CC(C)([O-])C.[K+] (potassium tert-butoxide). The solvent is O1CCCC1 (tetrahydrofuran), O1CCCC1 (tetrahydrofuran). Conditions: temperature 10 celsius, time 0.5 hour. Yields the product ClC1=C(C=C(C=C1)I)C(=O)C1=CC=C(C=C1)O[C@@H]1COCC1 ((2-Chloro-5-iodo-phenyl)-{4-[(S)-(tetrahydrofuran-3-yl)oxy]-phenyl}-methanone). As a reaction SMILES: [Cl:1][C:2]1[CH:7]=[CH:6][C:5]([I:8])=[CH:4][C:3]=1[C:9]([C:11]1[CH:16]=[CH:15][C:14](F)=[CH:13][CH:12]=1)=[O:10].[OH:18][C@H:19]1[CH2:23][CH2:22][O:21][CH2:20]1.CC(C)([O-])C.[K+]>O1CCCC1>[Cl:1][C:2]1[CH:7]=[CH:6][C:5]([I:8])=[CH:4][C:3]=1[C:9]([C:11]1[CH:16]=[CH:15][C:14]([O:18][C@H:19]2[CH2:23][CH2:22][O:21][CH2:20]2)=[CH:13][CH:12]=1)=[O:10] |f:2.3|. Reported procedure: To a solution of 60.56 g (2-chloro-5-iodo-phenyl)-(4-fluoro-phenyl)-methanone in 170 mL of tetrahydrofuran and 16.46 g of (S)-3-hydroxytetrahydrofuran is added 26 g of potassium tert-butoxide in 250 mL of tetrahydrofuran at 0 to 5° C. The solution is stirred at 10° C. for 0.5 hour. The reaction is quenched with 170 mL of water and 170 mL of methyl tert-butyl ether at 0 to 25° C. The product is washed with 170 mL of brine (3 weight-%). The solvent is removed upon evaporation and crystallized in 2... Reactants: methane[4], C(=O)=O (CO2), C1CCC(CC1)N=C=NC2CCCCC2 (DCC), amide, C(CC)(=O)O (propanoic acid), amine, C([C@@H]([C@@H]1C(=C(C(=O)O1)O)O)O)O (ester C). Solvent: CN(C)C=O (DMF). Product: C(CC)(=O)OC(C)(C)C (tert-butyl propanoate). RXN SMILES: [C:1]([OH:5])(=[O:4])[CH2:2][CH3:3].C1CCC(N=C=N[CH:15]2[CH2:20][CH2:19]CCC2)CC1.[C:21](=O)=O.C(O)[C@H](O)[C@H]1OC(=O)C(O)=C1O>CN(C=O)C>[C:1]([O:5][C:20]([CH3:19])([CH3:15])[CH3:21])(=[O:4])[CH2:2][CH3:3]. Procedure details: 972-Cascade:methane[4]:(3-oxo-6-oxa-2-azaheptylidyne):(3-oxo-2-azapentylidyne)4 :tert-butyl propanoate (28) was prepared (45%), as a spongy white solid, from 324-acid 27 (5.40 g, 146 μmol), amine 2 (20.00 g, 48.1 mmol), DCC (9.91 g, 48.1 mmol), 1-HBT (6.50 g, 48.1 mmol), and DMF (250 mL) via Procedure A: 10.87 g; mp 138°-142 ° C.; 1H NMR δ1.39 (s, CH3, 8748H), 1.93-2.17 (m, CH2, 5808H); 13C NMR δ28.0 (CH3), 29.5 (CH2CH2, 57.4 (4°CNH), 80.4 (CMe3), 170.4 (CO2), 172.6 (CONH); IR 3310 (NH), 1730 (e... Reactants: C1(=CC=CC=C1)C(C(=O)O)=CC (2-phenylbut-2-enoic acid), acid chloride, N[C@H]1[C@@H]2N([C@H](C(S2)(C)C)C(=O)O)C1=O ((3S, 5R, 6R)-6-amino-2,2-dimethylpenam-3-carboxylic acid). Yields the product C1(=CC=CC=C1)C(C(=O)NC1[C@@H]2N(C(C(S2)(C)C)C(=O)O)C1=O)=CC (6-(2-phenylbut-2-enamido)-2,2-dimethylpenam-3-carboxylic acid). As a reaction SMILES: [C:1]1([C:7](=[CH:11][CH3:12])[C:8]([OH:10])=O)[CH:6]=[CH:5][CH:4]=[CH:3][CH:2]=1.[NH2:13][C@@H:14]1[C:25](=[O:26])[N:16]2[C@@H:17]([C:22]([OH:24])=[O:23])[C:18]([CH3:21])([CH3:20])[S:19][C@H:15]12>>[C:1]1([C:7](=[CH:11][CH3:12])[C:8]([NH:13][CH:14]2[C:25](=[O:26])[N:16]3[CH:17]([C:22]([OH:24])=[O:23])[C:18]([CH3:21])([CH3:20])[S:19][C@H:15]23)=[O:10])[CH:2]=[CH:3][CH:4]=[CH:5][CH:6]=1. Procedure details: In a similar manner to that of Example 17, 2-phenylbut-2-enoic acid (cis isomer) was converted into its acid chloride and coupled with (3S, 5R, 6R)-6-amino-2,2-dimethylpenam-3-carboxylic acid to give the title compound, λmax. (pH 6 phosphate buffer) 234, 345 nm (ε7,200; 4,260), νmax. (nujol) 1770 (β-lactam), τ (d6 -DMSO) values include 0.92 (d, NH), 3.83 (q, 6Hz vinylic proton), 4.3-4.5 (m, 5 and 6 H), 8.42 and 8.52 (gem dimethyl).